Dataset: the Open Reaction Database (ORD), a public repository of structured organic reaction records. Task: describe an organic reaction: reactants, conditions, products, and yield Reactants: FC=1C=C(C=CC1F)C1=CCC(CC1)C1CCC2(OCCO2)CC1 (8-[4-(3,4-difluorophenyl)-3-cyclohexenyl]-1.4-dioxaspiro[4.5]decane), [H][H] (hydrogen). The reagents and catalysts are [Ni] (Raney nickel). Solvent: C(C)O (ethanol). Product: FC=1C=C(C=CC1F)[C@@H]1CC[C@H](CC1)C1CCC2(OCCO2)CC1 (8-[trans-4-(3,4-difluorophenyl)cyclohexyl]-1, 4-dioxaspiro[4.5]decane). Yield: 51.1%. RXN SMILES: [F:1][C:2]1[CH:3]=[C:4]([C:9]2[CH2:14][CH2:13][CH:12]([CH:15]3[CH2:24][CH2:23][C:18]4([O:22][CH2:21][CH2:20][O:19]4)[CH2:17][CH2:16]3)[CH2:11][CH:10]=2)[CH:5]=[CH:6][C:7]=1[F:8].[H][H]>C(O)C.[Ni]>[F:1][C:2]1[CH:3]=[C:4]([C@H:9]2[CH2:10][CH2:11][C@H:12]([CH:15]3[CH2:24][CH2:23][C:18]4([O:19][CH2:20][CH2:21][O:22]4)[CH2:17][CH2:16]3)[CH2:13][CH2:14]2)[CH:5]=[CH:6][C:7]=1[F:8]. Reported procedure: A solution of 4.9 g of 8-[4-(3,4-difluorophenyl)-3-cyclohexenyl]-1.4-dioxaspiro[4.5]decane in 670 ml of ethanol was hydrogenated with 1.0 g Raney nickel at 50° C. under normal pressure until the hydrogen uptake came to a standstill. The reaction mixture was filtered and the filtrate was concentrated. Threefold recrystallization of the obtained crude product (5.0 g) from diethyl ether/hexane yielded 2.52 g of 8-[trans-4-(3,4-difluorophenyl)cyclohexyl]-1, 4-dioxaspiro[4.5]decane. The mother liquor... Reactants: N1=CC=C(C=C1)C1=NC=CC(=N1)O (2-Pyridin-4-yl-pyrimidin-4-ol), P(=O)(Br)(Br)Br (POBr3), O (H2O), C(Cl)Cl (CH2Cl2). Solvent: ClCCCl (DCE). Conditions: temperature 95 celsius, time 30 minute. Yields the product BrC1=NC(=NC=C1)C1=CC=NC=C1 (4-Bromo-2-pyridin-4-yl-pyrimidine). RXN SMILES: [N:1]1[CH:6]=[CH:5][C:4]([C:7]2[N:12]=[C:11](O)[CH:10]=[CH:9][N:8]=2)=[CH:3][CH:2]=1.P(Br)(Br)([Br:16])=O.O.C(Cl)Cl>ClCCCl>[Br:16][C:11]1[CH:10]=[CH:9][N:8]=[C:7]([C:4]2[CH:5]=[CH:6][N:1]=[CH:2][CH:3]=2)[N:12]=1. Procedure details: 2-Pyridin-4-yl-pyrimidin-4-ol (200 mg, 1.16 mmol) was suspended in DCE (10 mL) then POBr3 (497 mg, 1.73 mmol) was added in one portion. The reaction mixture was heated to 95° C. (bath) for 18 h then cooled to 20° C. H2O (30 mL) and CH2Cl2 (30 mL) were added, then the biphasic mixture was stirred vigorously for 30 min. The layers were separated and the aqueous phase was extracted with CH2Cl2 (3×30 mL). The combined organics were evaporated to dryness to afford the title compound: m/z (ES+)=236, 2...